This data is from the Open Reaction Database (ORD), a public repository of structured organic reaction records. The task is: describe an organic reaction: reactants, conditions, products, and yield The reactants are F[B-](F)(F)F, CCN(C(C)C)C(C)C, COc1ccc(-c2nocc2C(=O)O)cc1Cl, Cl, Cl, CN(C)C=O, CN(C)C(On1nnc2ccccc21)=[N+](C)C, OC1(c2cccnc2)CCNC1. The product is COc1ccc(-c2nocc2C(=O)N2CCC(O)(c3cccnc3)C2)cc1Cl. RXN SMILES: [B-:27]([F:28])([F:29])([F:30])[F:31].[CH2:18]([N:19]([CH:20]([CH3:21])[CH3:22])[CH:23]([CH3:24])[CH3:25])[CH3:26].[Cl:1][c:2]1[cH:3][c:4](-[c:10]2[n:11][o:12][cH:13][c:14]2[C:15](=[O:16])[OH:17])[cH:5][cH:6][c:7]1[O:8][CH3:9].[ClH:49].[ClH:50].[O:63]=[CH:64][N:65]([CH3:66])[CH3:67].[n:32]1([O:33][C:34]([N:35]([CH3:36])[CH3:37])=[N+:38]([CH3:39])[CH3:40])[c:41]2[cH:42][cH:43][cH:44][cH:45][c:46]2[n:47][n:48]1.[n:51]1[cH:52][c:53]([C:57]2([OH:62])[CH2:58][NH:59][CH2:60][CH2:61]2)[cH:54][cH:55][cH:56]1>>[Cl:1][c:2]1[cH:3][c:4](-[c:10]2[n:11][o:12][cH:13][c:14]2[C:15](=[O:17])[N:59]2[CH2:58][C:57]([c:53]3[cH:52][n:51][cH:56][cH:55][cH:54]3)([OH:62])[CH2:61][CH2:60]2)[cH:5][cH:6][c:7]1[O:8][CH3:9]. Conditions: temperature 120 celsius, time 12 hour. The product is BrC1=C(OC2=NC3=C(N2C)C(=CC=C3C#N)C(CC)CC)C=CC(=C1)Cl (2-(2-Bromo-4-chlorophenoxy)-7-(1-ethylpropyl)-1-methyl-1H-benzimidazole-4-carbonitrile). Run in O (water). Procedure details: A mixture of 2-chloro-7-(1-ethylpropyl)-1-methyl-1H-benzimidazole-4-carbonitrile (250 mg, 0.957 mmol), 2-bromo-4-chlorophenol (595 mg, 2.87 mmol), potassium carbonate (397 mg, 2.87 mmol) and 1-methyl-2-pyrrolidone (0.5 ml) was stirred at 120° C. for 12 h under nitrogen atmosphere. The mixture was diluted with water, extracted with ethyl acetate, and washed with brine. The organic layer was dried over magnesium sulfate, and concentrated in vacuo. The residue was purified by chromatography on sili... Isolated yield 32.4%. The reactants are ClC1=NC2=C(N1C)C(=CC=C2C#N)C(CC)CC (2-chloro-7-(1-ethylpropyl)-1-methyl-1H-benzimidazole-4-carbonitrile), BrC1=C(C=CC(=C1)Cl)O (2-bromo-4-chlorophenol), C([O-])([O-])=O.[K+].[K+] (potassium carbonate), CN1C(CCC1)=O (1-methyl-2-pyrrolidone). As a reaction SMILES: Cl[C:2]1[N:6]([CH3:7])[C:5]2[C:8]([CH:14]([CH2:17][CH3:18])[CH2:15][CH3:16])=[CH:9][CH:10]=[C:11]([C:12]#[N:13])[C:4]=2[N:3]=1.[Br:19][C:20]1[CH:25]=[C:24]([Cl:26])[CH:23]=[CH:22][C:21]=1[OH:27].C(=O)([O-])[O-].[K+].[K+].CN1CCCC1=O>O>[Br:19][C:20]1[CH:25]=[C:24]([Cl:26])[CH:23]=[CH:22][C:21]=1[O:27][C:2]1[N:6]([CH3:7])[C:5]2[C:8]([CH:14]([CH2:17][CH3:18])[CH2:15][CH3:16])=[CH:9][CH:10]=[C:11]([C:12]#[N:13])[C:4]=2[N:3]=1 |f:2.3.4|. Reactants: CC(C)(C)O, COC(=O)C1C(NC(=O)OCc2ccccc2)C(=O)N1Cc1ccc(OC)cc1OC, COC(=O)C1C(NC(=O)OCc2ccc(OC)cc2)C(=O)N1Cc1ccc(OC)cc1OC, COc1ccc(CO)cc1, OCC(Cl)(Cl)Cl. The product is COC(=O)C1C(NC(=O)OCC(Cl)(Cl)Cl)C(=O)N1Cc1ccc(OC)cc1OC. Reaction SMILES: [C:81]([OH:82])([CH3:83])([CH3:84])[CH3:85].[CH2:50]([O:51][C:52]([NH:53][CH:54]1[C:55](=[O:56])[N:57]([CH2:58][c:59]2[cH:60][cH:61][c:62]([O:63][CH3:64])[cH:65][c:66]2[O:67][CH3:68])[CH:69]1[C:70]([O:71][CH3:72])=[O:73])=[O:74])[c:75]1[cH:76][cH:77][cH:78][cH:79][cH:80]1.[CH3:17][O:18][c:19]1[cH:20][cH:21][c:22]([CH2:23][O:24][C:25](=[O:26])[NH:27][CH:28]2[CH:29]([C:44](=[O:45])[O:46][CH3:47])[N:30]([CH2:33][c:34]3[c:35]([O:42][CH3:43])[cH:36][c:37]([O:40][CH3:41])[cH:38][cH:39]3)[C:31]2=[O:32])[cH:48][cH:49]1.[CH3:1][O:2][c:3]1[cH:4][cH:5][c:6]([CH2:7][OH:8])[cH:9][cH:10]1.[OH:11][CH2:12][C:13]([Cl:14])([Cl:15])[Cl:16]>>[O:11]([CH2:12][C:13]([Cl:14])([Cl:15])[Cl:16])[C:25](=[O:24])[NH:27][CH:28]1[CH:29]([C:44](=[O:45])[O:46][CH3:47])[N:30]([CH2:33][c:34]2[c:35]([O:42][CH3:43])[cH:36][c:37]([O:40][CH3:41])[cH:38][cH:39]2)[C:31]1=[O:32]. The reactants are C(C1=CC=CC=C1)N1C(=O)C=2C=CC=3NC4=CC=CC=C4C3C2C1=O (N-benzyl carbazole-3,4-dicarboximide), O1CCOCC1 (dioxane), [OH-].[Na+] (sodium hydroxide), C(C)(=O)OCC (ethyl acetate), Cl (hydrochloric acid). Run in O (water). The product is C(C)(=O)N1C2=CC=CC=C2C=2C3=C(C=CC12)C(=O)OC3=O (9-acetylcarbazole-3,4-dicarboxylic anhydride). Yield: 78.0%. Reaction SMILES: C(N1C(=O)C2[C:22]3[C:21]4[C:16](=[CH:17][CH:18]=[CH:19][CH:20]=4)[NH:15][C:14]=3[CH:13]=[CH:12]C=2C1=O)C1C=CC=CC=1.[O:26]1CCO[CH2:28][CH2:27]1.[OH-:32].[Na+].Cl.[C:35]([O:38][CH2:39][CH3:40])(=[O:37])[CH3:36]>O>[C:27]([N:15]1[C:14]2[CH:13]=[CH:12][C:36]3[C:35]([O:38][C:39](=[O:32])[C:40]=3[C:22]=2[C:21]2[C:16]1=[CH:17][CH:18]=[CH:19][CH:20]=2)=[O:37])(=[O:26])[CH3:28] |f:2.3|. Reported procedure: To 330 mg of N-benzyl carbazole-3,4-dicarboximide were added 5 ml of dioxane and 1.0 ml of a 5 N aqueous sodium hydroxide solution. The mixture was refluxed for 30 minutes. Thereto was added 3.0 ml of concentrated hydrochloric acid. The resulting mixture was refluxed for 2 hours and then cooled to room temperature. Thereto were added 30 ml of ethyl acetate and 20 ml of water. The organic layer was separated, washed with an aqueous saturated sodium chloride solution, and dried over anhydrous magn... The reactants are CN1N2C(C=NC3=C1C=CN=C3)=CC=C2 (5-methyl-5H-pyrido[3,4-f]pyrrolo[1,2-b][1,2,5]triazepine), [BH4-].[Na+] (sodium borohydride). Solvent: C(C)O (ethanol). Run at time 18 hour. The product is CN1N2C(CNC3=C1C=CN=C3)=CC=C2 (10,11-dihydro-5-methyl-5H-pyrido[3,4-f]pyrrolo[1,2-b][1,2,5]triazepine). The yield is 73.1%. Reaction SMILES: [CH3:1][N:2]1[C:8]2[CH:9]=[CH:10][N:11]=[CH:12][C:7]=2[N:6]=[CH:5][C:4]2=[CH:13][CH:14]=[CH:15][N:3]12.[BH4-].[Na+]>C(O)C>[CH3:1][N:2]1[C:8]2[CH:9]=[CH:10][N:11]=[CH:12][C:7]=2[NH:6][CH2:5][C:4]2=[CH:13][CH:14]=[CH:15][N:3]12 |f:1.2|. Procedure: A solution of 4.2 g of 5-methyl-5H-pyrido[3,4-f]pyrrolo[1,2-b][1,2,5]triazepine in 75 ml of ethanol, was treated with 800 mg of sodium borohydride and stirred at ambient temperature for 18 hours. The solvent was then concentrated in vacuo and the residue taken up in water and extracted with ethyl acetate (2×). The combined organics were washed with water followed by a saturated sodium chloride solution, dried over anhydrous magnesium sulfate, filtered and concentrated. The resultant solid was re... Starting materials: CCOC(=O)C(C)(C)Oc1ccc(OCCc2nc(-c3ccc(C#Cc4ccccc4)cc3)oc2C)cc1, CCOC(C)=O. The product is C#Cc1ccc(-c2nc(CCOc3ccc(OC(C)(C)C(=O)OCC)cc3)c(C)o2)cc1. As a reaction SMILES: [CH2:1]([CH3:2])[O:3][C:4]([C:5]([CH3:6])([O:7][c:8]1[cH:9][cH:10][c:11]([O:14][CH2:15][CH2:16][c:17]2[n:18][c:19](-[c:23]3[cH:24][cH:25][c:26]([C:29]#[C:30][c:31]4[cH:32][cH:33][cH:34][cH:35][cH:36]4)[cH:27][cH:28]3)[o:20][c:21]2[CH3:22])[cH:12][cH:13]1)[CH3:37])=[O:38].[CH3:39][CH2:40][O:41][C:42]([CH3:43])=[O:44]>>[CH2:1]([CH3:2])[O:3][C:4]([C:5]([CH3:6])([O:7][c:8]1[cH:9][cH:10][c:11]([O:14][CH2:15][CH2:16][c:17]2[n:18][c:19](-[c:23]3[cH:24][cH:25][c:26]([C:29]#[CH:30])[cH:27][cH:28]3)[o:20][c:21]2[CH3:22])[cH:12][cH:13]1)[CH3:37])=[O:38]. The reactants are CC(C)(C)OC(=O)N1CCC(Oc2ccc(Nc3ncnc4ccn(CCOCCOC(=O)c5ccccc5)c34)cc2Cl)CC1, CO, [Na+], C1CCOC1, [OH-], O. The product is CC(C)(C)OC(=O)N1CCC(Oc2ccc(Nc3ncnc4ccn(CCOCCO)c34)cc2Cl)CC1. As a reaction SMILES: [C:1](=[O:2])([c:3]1[cH:4][cH:5][cH:6][cH:7][cH:8]1)[O:9][CH2:10][CH2:11][O:12][CH2:13][CH2:14][n:15]1[cH:16][cH:17][c:18]2[n:19][cH:20][n:21][c:22]([NH:24][c:25]3[cH:26][c:27]([Cl:45])[c:28]([O:29][CH:30]4[CH2:31][CH2:32][N:33]([C:36](=[O:37])[O:38][C:39]([CH3:40])([CH3:41])[CH3:42])[CH2:34][CH2:35]4)[cH:43][cH:44]3)[c:23]12.[CH3:47][OH:48].[Na+:55].[O:49]1[CH2:50][CH2:51][CH2:52][CH2:53]1.[OH-:54].[OH2:46]>>[OH:9][CH2:10][CH2:11][O:12][CH2:13][CH2:14][n:15]1[cH:16][cH:17][c:18]2[n:19][cH:20][n:21][c:22]([NH:24][c:25]3[cH:26][c:27]([Cl:45])[c:28]([O:29][CH:30]4[CH2:31][CH2:32][N:33]([C:36](=[O:37])[O:38][C:39]([CH3:40])([CH3:41])[CH3:42])[CH2:34][CH2:35]4)[cH:43][cH:44]3)[c:23]12.